From a dataset of the Open Reaction Database (ORD), a public repository of structured organic reaction records. describe an organic reaction: reactants, conditions, products, and yield Starting materials: Cl.ClC=1C2=C(N=CN1)NC1=CC=CC=C12 (4-chloroindolo[2,3-d]pyrimidine hydrochloride), 2-N,N-diethylaminoethyl chloride hydrochloride, C([O-])([O-])=O.[Cs+].[Cs+] (cesium carbonate), CC(=O)C (acetone). The solvent is C(Cl)Cl (CH2Cl2). The product is ClC=1C2=C(N=CN1)N(C1=CC=CC=C12)CCN(CC)CC (4-chloro-9N-(2-(N,N-diethylamino)ethyl)indolo[2,3-d]pyrimidine). The yield is 82.0%. RXN SMILES: Cl.[Cl:2][C:3]1[C:4]2[C:15]3[C:10](=[CH:11][CH:12]=[CH:13][CH:14]=3)[NH:9][C:5]=2[N:6]=[CH:7][N:8]=1.C(=O)([O-])[O-].[Cs+].[Cs+].C[C:23]([CH3:25])=O>C(Cl)Cl>[Cl:2][C:3]1[C:4]2[C:15]3[C:10](=[CH:11][CH:12]=[CH:13][CH:14]=3)[N:9]([CH2:4][CH2:5][N:9]([CH2:23][CH3:25])[CH2:10][CH3:11])[C:5]=2[N:6]=[CH:7][N:8]=1 |f:0.1,2.3.4|. Procedure: A suspension of 4-chloroindolo[2,3-d]pyrimidine hydrochloride (407 mg, 2 mmol), 2-N,N-diethylaminoethyl chloride hydrochloride (413 mg, 2.4 mmol), anhydrous cesium carbonate (1.95 g, 6 mmol) and 4 molecular sieves (1.5 g) in acetone (6 mL) are heated at reflux under a nitrogen atmosphere for 1.5 h. The mixture is filtered through celite, washing the filter cake with acetone (4×10 ml), followed by concentration of the filtrate under reduced pressure affording a viscous amber oil, which is dissolv... Reactants: C(CCCCCCCCC)NC([C@H]1N(CCC1)C(=O)OC(C)(C)C)=O (N-(tert-Butoxycarbonyl)-L-proline n-decyl amide), FC(C(=O)O)(F)F (Trifluoroacetic acid). Solvent: C(Cl)Cl (methylene chloride). Reaction conditions: time 2.5 hour. Product: C(CCCCCCCCC)NC([C@H]1NCCC1)=O (L-proline n-decyl amide). Yield: 92.8%. As a reaction SMILES: [CH2:1]([NH:11][C:12](=[O:25])[C@@H:13]1[CH2:17][CH2:16][CH2:15][N:14]1C(OC(C)(C)C)=O)[CH2:2][CH2:3][CH2:4][CH2:5][CH2:6][CH2:7][CH2:8][CH2:9][CH3:10].FC(F)(F)C(O)=O>C(Cl)Cl>[CH2:1]([NH:11][C:12](=[O:25])[C@@H:13]1[CH2:17][CH2:16][CH2:15][NH:14]1)[CH2:2][CH2:3][CH2:4][CH2:5][CH2:6][CH2:7][CH2:8][CH2:9][CH3:10]. Procedure: N-(tert-Butoxycarbonyl)-L-proline n-decyl amide (12) (120 mg; 0.339 mmol) is dissolved in methylene chloride (4 mL) at ambient temperature. Trifluoroacetic acid (2 mL) is added and the solution is stirred for 2.5 hours at ambient temperature. The solution is concentrated in vacuo at 40° C. The residue is dissolved in methylene chloride (20 mL) and poured onto saturated sodium bicarbonate solution. The pH is adjusted to 9 with saturated potassium carbonate solution. The mixture is shaken and the ... Reactants: S1C(=NN=C1)NC(=S)NC(OCC)=O ([(1,3,4-Thiadiazol-2-ylamino)thioxomethyl]-carbamic acid, ethyl ester), C(C)I (ethyl iodide). Product: C(C)SC(NC=1SC=NN1)NC(OCC)=O ([(ethylthio) (1,3,4-thiadiazol-2-ylamino)methyl]carbamic acid, ethyl ester). Reaction SMILES: [S:1]1[CH:5]=[N:4][N:3]=[C:2]1[NH:6][C:7]([NH:9][C:10](=[O:14])[O:11][CH2:12][CH3:13])=[S:8].[CH2:15](I)[CH3:16]>>[CH2:15]([S:8][CH:7]([NH:9][C:10](=[O:14])[O:11][CH2:12][CH3:13])[NH:6][C:2]1[S:1][CH:5]=[N:4][N:3]=1)[CH3:16]. Procedure details: [(1,3,4-Thiadiazol-2-ylamino)thioxomethyl]-carbamic acid, ethyl ester (6.96 g) was reacted with 4 ml of ethyl iodide according to the procedure of Prepartion 7 to give 1.83 g of [(ethylthio) (1,3,4-thiadiazol-2-ylamino)methyl]carbamic acid, ethyl ester. Starting materials: N=C(c1ccccc1)c1ccccc1, CC(C)(C)OC(=O)CN, ClCCl, Cl. Product: CC(C)(C)OC(=O)CN=C(c1ccccc1)c1ccccc1. As a reaction SMILES: [C:11]([c:12]1[cH:13][cH:14][cH:15][cH:16][cH:17]1)([c:18]1[cH:19][cH:20][cH:21][cH:22][cH:23]1)=[NH:24].[C:2]([CH3:3])([CH3:4])([CH3:5])[O:6][C:7]([CH2:8][NH2:9])=[O:10].[Cl:25][CH2:26][Cl:27].[ClH:1]>>[C:2]([CH3:3])([CH3:4])([CH3:5])[O:6][C:7]([CH2:8][N:9]=[C:11]([c:12]1[cH:13][cH:14][cH:15][cH:16][cH:17]1)[c:18]1[cH:19][cH:20][cH:21][cH:22][cH:23]1)=[O:10]. Procedure: To a suspension of [(Z and E)-2-(2-pyridyl)vinylthio]silver (2.26 g) in acetonitrile (140 ml) was added sodium iodide (8.18 g) under ice-cooling. The mixture was stirred at the same temperature for 30 minutes. To this mixture was added benzhydryl 7-formamido-3-mesyloxy-3-cephem-4-carboxylate (4 g) at once at the same temperature. The mixture was stirred under ice-cooling for 30 minutes. The insoluble material was filtered off. The filtrate was concentrated in vacuo to give a residue. The residue... As a reaction SMILES: [I-].[Na+].[CH:3]([NH:5][CH:6]1[C:34](=[O:35])[N:8]2[C:9]([C:18]([O:20][CH:21]([C:28]3[CH:33]=[CH:32][CH:31]=[CH:30][CH:29]=3)[C:22]3[CH:27]=[CH:26][CH:25]=[CH:24][CH:23]=3)=[O:19])=[C:10](OS(C)(=O)=O)[CH2:11][S:12][C@H:7]12)=[O:4].[Cl-].[Na+].C(O[CH2:42][CH3:43])(=O)C>C(#N)C.[Ag]>[CH:3]([NH:5][CH:6]1[C:34](=[O:35])[N:8]2[C:9]([C:18]([O:20][CH:21]([C:22]3[CH:27]=[CH:26][CH:25]=[CH:24][CH:23]=3)[C:28]3[CH:29]=[CH:30][CH:31]=[CH:32][CH:33]=3)=[O:19])=[C:10]([S:12]/[CH:11]=[CH:10]\[C:43]3[CH:42]=[CH:34][CH:6]=[CH:7][N:8]=3)[CH2:11][S:12][C@H:7]12)=[O:4] |f:0.1,3.4|. The reagents and catalysts are [Ag] (silver). Product: C(=O)NC1[C@@H]2N(C(=C(CS2)S\C=C/C2=NC=CC=C2)C(=O)OC(C2=CC=CC=C2)C2=CC=CC=C2)C1=O (benzhydryl 7-formamido-3-[(Z)-2-(2-pyridyl)vinylthio]-3-cephem-4-carboxylate). Run in C(C)#N (acetonitrile). Reaction conditions: time 30 minute. Starting materials: [I-].[Na+] (sodium iodide), Sellaite, C(C)(=O)OCC (ethyl acetate), C(=O)NC1[C@@H]2N(C(=C(CS2)OS(=O)(=O)C)C(=O)OC(C2=CC=CC=C2)C2=CC=CC=C2)C1=O (benzhydryl 7-formamido-3-mesyloxy-3-cephem-4-carboxylate), [Cl-].[Na+] (sodium chloride). Starting materials: C(Cl)(Cl)Cl (Chloroform), ClC=1N=C2N(C=C(C=C2)Cl)C1 (2,6-dichloro-imidazo[1,2-a]pyridine), ClC=1N=C2N(C=C(C=C2)Cl)C1 (2,6-Dichloro-imidazo[1,2-a]pyridine), IN1C(CCC1=O)=O (N-iodosuccinimide). Run in CC#N (CH3CN). Conditions: time 1 hour. Product: ClC=1N=C2N(C=C(C=C2)Cl)C1I (2,6-Dichloro-3-iodo-imidazo[1,2-a]pyridine). The yield is 80.0%. As a reaction SMILES: [Cl:1][C:2]1[N:3]=[C:4]2[CH:9]=[CH:8][C:7]([Cl:10])=[CH:6][N:5]2[CH:11]=1.[I:12]N1C(=O)CCC1=O.C(Cl)(Cl)Cl>CC#N>[Cl:1][C:2]1[N:3]=[C:4]2[CH:9]=[CH:8][C:7]([Cl:10])=[CH:6][N:5]2[C:11]=1[I:12]. Procedure details: To a suspension of 2,6-dichloro-imidazo[1,2-a]pyridine, compound 12 (4.0 g, 0.02 mol) in dry CH3CN (50 mL) was added N-iodosuccinimide (NIS, 5.3 g, 0.024 mol) and the mixture stirred at room temperature for 1 h. The reaction mixture was heated at reflux for 10 min and then cooled to room temperature. Chloroform (200 mL) was added to the reaction mixture and the organic phase washed successively with 10% NaOH (100 mL), sodium thiosulfate (100 mL) and water (2×100 mL) then dried over magnesium sul... Starting materials: Cc1c(C(=O)O)oc2ccccc12, COc1ccc(N)cn1. Reagents/catalysts: [B-](F)(F)(F)F.CN(C)C(=[N+](C)C)ON1C2=C(C=CC(=C2)Cl)N=N1 (TCTU), CCN(C(C)C)C(C)C (DIPEA). Run in CN(C)C=O (DMF), CN(C)C=O (DMF), CN(C)C=O (DMF), CN(C)C=O (DMF), CN(C)C=O (DMF), CN(C)C=O (DMF). Run at temperature 25 celsius, time 2 hour. The product is COc1ccc(NC(=O)c2oc3ccccc3c2C)cn1. The yield is 77.8%. Reaction SMILES: COc1ccc(N)cn1.Cc1c(C(=O)O)oc2ccccc12.[B-](F)(F)(F)F.CN(C)C(=[N+](C)C)ON1C2=C(C=CC(=C2)Cl)N=N1.CCN(C(C)C)C(C)C.CN(C)C=O>>COc1ccc(NC(=O)c2oc3ccccc3c2C)cn1.